This data is from the Open Reaction Database (ORD), a public repository of structured organic reaction records. The task is: describe an organic reaction: reactants, conditions, products, and yield Reactants: O=[N+]([O-])C=Cc1ccc(OCc2ccccc2)c(OCc2ccccc2)c1, O=[N+]([O-])O. Yields the product O=[N+]([O-])C=Cc1cc(OCc2ccccc2)c(OCc2ccccc2)cc1[N+](=O)[O-]. Reaction SMILES: [CH2:1]([c:2]1[cH:3][cH:4][cH:5][cH:6][cH:7]1)[O:8][c:9]1[cH:10][c:11]([CH:12]=[CH:13][N+:14](=[O:15])[O-:16])[cH:17][cH:18][c:19]1[O:20][CH2:21][c:22]1[cH:23][cH:24][cH:25][cH:26][cH:27]1.[OH:28][N+:29]([O-:30])=[O:31]>>[CH2:1]([c:2]1[cH:3][cH:4][cH:5][cH:6][cH:7]1)[O:8][c:9]1[cH:10][c:11]([CH:12]=[CH:13][N+:14](=[O:15])[O-:16])[c:17]([N+:29](=[O:28])[O-:30])[cH:18][c:19]1[O:20][CH2:21][c:22]1[cH:23][cH:24][cH:25][cH:26][cH:27]1. The reactants are COC1=CC=C2CCC(OC2=C1)=O (7-Methoxy-chroman-2-one), C(#N)[S-].[K+] (KSCN), CO (MeOH), BrBr (Br2). Reaction conditions: time 2 hour. The product is COC(CCC1=C(C=C(C(=C1)SC#N)OC)O)=O (3-(2-Hydroxy-4-methoxy-5-thiocyanato-phenyl)-propionic acid methyl ester). Reaction SMILES: [CH3:1][O:2][C:3]1[CH:12]=[C:11]2[C:6]([CH2:7][CH2:8][C:9](=[O:13])[O:10]2)=[CH:5][CH:4]=1.[C:14]([S-:16])#[N:15].[K+].BrBr.[CH3:20][OH:21]>>[CH3:20][O:21][C:9](=[O:13])[CH2:8][CH2:7][C:6]1[CH:5]=[C:4]([S:16][C:14]#[N:15])[C:3]([O:2][CH3:1])=[CH:12][C:11]=1[OH:10] |f:1.2|. Procedure details: Compound 14A (3 g), KSCN (4.9 g) were dissolved in MeOH (125 mL) at 0° C., Br2 (3 g) was added, then stirred for 2 h. The reaction mixture was quenched with water (200 mL) and ethyl acetate (200 mL). The ethyl acetate was separated and washed with water, brine, dried (MgSO4), concentrated, to afford compound 14B (3.5 g). mp 105-016° C.; MS: 268 (M+1)+. Preparation of 6-Mercapto-7-methoxy-chroman-2-ol (Compound 14C) The reactants are CC(C)(C)OC(=O)Nc1ccc(-c2ccc(OCc3ccccc3)nc2)cc1NC(=O)CC(=O)c1sccc1Cl, ClCCl, O=C(O)C(F)(F)F. Product: O=C1CC(c2sccc2Cl)=Nc2ccc(-c3ccc(OCc4ccccc4)nc3)cc2N1. As a reaction SMILES: [C:1]([O:2][C:3](=[O:4])[NH:7][c:8]1[c:9]([NH:28][C:29]([CH2:30][C:31](=[O:5])[c:33]2[s:34][cH:35][cH:36][c:37]2[Cl:38])=[O:39])[cH:10][c:11](-[c:14]2[cH:15][n:16][c:17]([O:20][CH2:21][c:22]3[cH:23][cH:24][cH:25][cH:26][cH:27]3)[cH:18][cH:19]2)[cH:12][cH:13]1)([CH3:6])([CH3:32])[CH3:40].[Cl:48][CH2:49][Cl:50].[F:41][C:42]([F:43])([F:44])[C:45]([OH:46])=[O:47]>>[N:7]1=[C:31]([c:33]2[s:34][cH:35][cH:36][c:37]2[Cl:38])[CH2:30][C:29](=[O:39])[NH:28][c:9]2[c:8]1[cH:13][cH:12][c:11](-[c:14]1[cH:15][n:16][c:17]([O:20][CH2:21][c:22]3[cH:23][cH:24][cH:25][cH:26][cH:27]3)[cH:18][cH:19]1)[cH:10]2. The reactants are CS(=O)(=O)OCC(C)N1C2=CC=CC=C2SC=2C=CC(=CC12)C#N ((2RS)-2-(2-cyano-10-phenothiazinyl)-1-propyl methanesulphonate), N1CCCC1 (pyrrolidine). Solvent: C1(=CC=CC=C1)C (toluene). Reaction conditions: time 24 hour. The product is C1=C(C=CC=2SC3=CC=CC=C3NC12)C#N (2-phenothiazinecarbonitrile). Isolated yield 87.6%. As a reaction SMILES: CS(OCC([N:9]1[C:22]2[CH:21]=[C:20]([C:23]#[N:24])[CH:19]=[CH:18][C:17]=2[S:16][C:15]2[C:10]1=[CH:11][CH:12]=[CH:13][CH:14]=2)C)(=O)=O.N1CCCC1>C1(C)C=CC=CC=1>[CH:21]1[C:22]2[NH:9][C:10]3[C:15](=[CH:14][CH:13]=[CH:12][CH:11]=3)[S:16][C:17]=2[CH:18]=[CH:19][C:20]=1[C:23]#[N:24]. Reported procedure: A mixture of (2RS)-2-(2-cyano-10-phenothiazinyl)-1-propyl methanesulphonate (10 g) and pyrrolidine (11.6 cc) in toluene (50 cc) is brought to 90° C. with stirring for 24 hours. After cooling, the mixture is concentrated to dryness under reduced pressure (30 mm Hg; 4 kPa) at 40° C. and the residue is taken up with ethyl ether (200 cc) and 4N aqueous sodium hydroxide solution (15 cc). After stirring for 10 minutes, settling is allowed to take place and the organic phase is washed with saturated aq... Reactants: [Si](C)(C)(C(C)(C)C)OC(C=O)C1=CC(=CC=C1)Cl ({[Tert-butyl(dimethyl)silyl]oxy}(3-chlorophenyl)acetaldehyde), CC(C)(C)S(=O)N (2-methyl-2-propanesulfinamide). The reagents and catalysts are S(=O)(=O)([O-])[O-].[Cu+2] (copper(II) sulfate). The solvent is ClCCl (dichloromethane). Conditions: time 16 hour. Product: [Si](C)(C)(C(C)(C)C)OC(\C=N\S(=O)C(C)(C)C)C1=CC(=CC=C1)Cl (N-[(1E)-2-{[tert-butyl(dimethyl)silyl]oxy}-2-(3-chlorophenyl)ethylidene]-2-methylpropane-2-sulfinamide). The yield is 80.0%. As a reaction SMILES: [Si:1]([O:8][CH:9]([C:12]1[CH:17]=[CH:16][CH:15]=[C:14]([Cl:18])[CH:13]=1)[CH:10]=O)([C:4]([CH3:7])([CH3:6])[CH3:5])([CH3:3])[CH3:2].[CH3:19][C:20]([S:23]([NH2:25])=[O:24])([CH3:22])[CH3:21]>ClCCl.S([O-])([O-])(=O)=O.[Cu+2]>[Si:1]([O:8][CH:9]([C:12]1[CH:17]=[CH:16][CH:15]=[C:14]([Cl:18])[CH:13]=1)/[CH:10]=[N:25]/[S:23]([C:20]([CH3:22])([CH3:21])[CH3:19])=[O:24])([C:4]([CH3:7])([CH3:6])[CH3:5])([CH3:3])[CH3:2] |f:3.4|. Reported procedure: To a solution of 3.0 g (10.6 mmol) of {[tert-butyl(dimethyl)silyl]oxy}(3-chlorophenyl)acetaldehyde (from Step C) and 1.3 g (10.6 mmol) of (R or S)-2-methyl-2-propanesulfinamide in 50 mL anhydrous dichloromethane was added copper(II) sulfate (3.4 g, 21.2 mmol) and the resulting mixture was stirred at room temperature under nitrogen atmosphere for 16 h. Wash reaction with water and extract with dichloromethane. Dry the organics with magnesium sulfate, filter and concentrate under vacuum. The resid... The reactants are Cl (HCl), C(C(C)C)N(C(=O)C1=CC2=C(N(C(=N2)NC2=CC(=C(C(=C2)OC)OC)OC)CCNC(OC(C)(C)C)=O)C=C1)CC(C)C (tert-butyl 2-{5-[(diisobutylamino)carbonyl]-2-[(3,4,5-trimethoxy phenyl)amino]-1H-benzimidazol-1-yl}ethylcarbamate). Run in C(C)(=O)OCC (ethyl acetate), C(C)(=O)OCC (ethyl acetate). The product is Cl.NCCN1C(=NC2=C1C=CC(=C2)C(=O)N(CC(C)C)CC(C)C)NC2=CC(=C(C(=C2)OC)OC)OC (1-(2-aminoethyl)-N,N-diisobutyl-2-[(3,4,5-trimethoxyphenyl)amino]-1H-benzimidazole-5-carboxamide Hydrochloride), crystals. The yield is 97.0%. RXN SMILES: [ClH:1].[CH2:2]([N:6]([CH2:41][CH:42]([CH3:44])[CH3:43])[C:7]([C:9]1[CH:40]=[CH:39][C:12]2[N:13]([CH2:29][CH2:30][NH:31]C(=O)OC(C)(C)C)[C:14]([NH:16][C:17]3[CH:22]=[C:21]([O:23][CH3:24])[C:20]([O:25][CH3:26])=[C:19]([O:27][CH3:28])[CH:18]=3)=[N:15][C:11]=2[CH:10]=1)=[O:8])[CH:3]([CH3:5])[CH3:4]>C(OCC)(=O)C>[ClH:1].[NH2:31][CH2:30][CH2:29][N:13]1[C:12]2[CH:39]=[CH:40][C:9]([C:7]([N:6]([CH2:2][CH:3]([CH3:4])[CH3:5])[CH2:41][CH:42]([CH3:44])[CH3:43])=[O:8])=[CH:10][C:11]=2[N:15]=[C:14]1[NH:16][C:17]1[CH:22]=[C:21]([O:23][CH3:24])[C:20]([O:25][CH3:26])=[C:19]([O:27][CH3:28])[CH:18]=1 |f:3.4|. Reported procedure: A stream of dry HCl is passed through a solution of tert-butyl 2-{5-[(diisobutylamino)carbonyl]-2-[(3,4,5-trimethoxy phenyl)amino]-1H-benzimidazol-1-yl}ethylcarbamate (2.56 g, prepared according to the procedure described in Example A1, reaction diagram A) in ethyl acetate (100 ml), (100% ethyl acetate) cooled down to 0° C. until the TLC shows complete disappearance of the starting product. The resulting mixture is then evaporated under reduced pressure. The solid obtained is triturated in dieth...